This data is from the Open Reaction Database (ORD), a public repository of structured organic reaction records. The task is: describe an organic reaction: reactants, conditions, products, and yield Starting materials: CN1N=C(CC1=O)C (2,4-dihydro-2,5-dimethyl-3H-pyrazol-3-one), [F-].[K+] (KF), ice water, ClCN1S(C2=C(C1=O)C(=CC(=C2)OC)C(C)C)(=O)=O (2-chloromethyl-4-isopropyl-6-methoxy-1,2-benzisothiazol-3(2H)-one 1,1-dioxide). The solvent is CN(C)C=O (DMF). Run at time 24 hour. Product: C(C)(C)C1=CC(=CC2=C1C(N(S2(=O)=O)COC2=CC(=NN2C)C)=O)OC (4-isopropyl-6-methoxy-2-(1,3-dimethylpyrazol-5-yl-oxymethyl)-1,2-benzisothiazol-3(2H)-one 1,1-dioxide). The yield is 36.7%. Reaction SMILES: [CH3:1][N:2]1[C:6](=[O:7])[CH2:5][C:4]([CH3:8])=[N:3]1.[F-].[K+].Cl[CH2:12][N:13]1[C:17](=[O:18])[C:16]2[C:19]([CH:25]([CH3:27])[CH3:26])=[CH:20][C:21]([O:23][CH3:24])=[CH:22][C:15]=2[S:14]1(=[O:29])=[O:28]>CN(C=O)C>[CH:25]([C:19]1[C:16]2[C:17](=[O:18])[N:13]([CH2:12][O:7][C:6]3[N:2]([CH3:1])[N:3]=[C:4]([CH3:8])[CH:5]=3)[S:14](=[O:29])(=[O:28])[C:15]=2[CH:22]=[C:21]([O:23][CH3:24])[CH:20]=1)([CH3:27])[CH3:26] |f:1.2|. Reported procedure: To a solution of 2,4-dihydro-2,5-dimethyl-3H-pyrazol-3-one (475 mg; 4.24 mmol) in DMF (25 ml) was added 280 mg (4.83 mmol) of KF followed by 2-chloromethyl-4-isopropyl-6-methoxy-1,2-benzisothiazol-3(2H)-one 1,1-dioxide (1 g, 3.3 mmol), and the resulting mixture was stirred at room temperature for 24 hours and then was poured into ice/water. The above mixture was extracted with ethyl acetate and the organic layer was washed with water, dried, and concentrated in vacuo. The residue was purified by... The reactants are CS(=O)(=O)Cl, ClCCl, ClCCl, Cl, Nc1ccc(Oc2ccc(C(F)(F)F)cc2)cc1, O, c1ccncc1. Yields the product CS(=O)(=O)Nc1ccc(Oc2ccc(C(F)(F)F)cc2)cc1. Reaction SMILES: [CH3:25][S:26]([Cl:27])(=[O:28])=[O:29].[Cl:31][CH2:32][Cl:33].[Cl:34][CH2:35][Cl:36].[ClH:30].[F:1][C:2]([c:3]1[cH:4][cH:5][c:6]([O:7][c:8]2[cH:9][cH:10][c:11]([NH2:14])[cH:12][cH:13]2)[cH:15][cH:16]1)([F:17])[F:18].[OH2:37].[cH:19]1[cH:20][cH:21][n:22][cH:23][cH:24]1>>[F:1][C:2]([c:3]1[cH:4][cH:5][c:6]([O:7][c:8]2[cH:9][cH:10][c:11]([NH:14][S:26]([CH3:25])(=[O:28])=[O:29])[cH:12][cH:13]2)[cH:15][cH:16]1)([F:17])[F:18]. The reactants are COc1ccc(-c2ccc(OCc3cc(C(=O)O)oc3C)cc2)c(OC)c1, CCN=C=NCCCN(C)C, CN(C)c1ccncc1, CC#N, Cl, C1CCOC1, NS(=O)(=O)c1ccccc1. Product: COc1ccc(-c2ccc(OCc3cc(C(=O)NS(=O)(=O)c4ccccc4)oc3C)cc2)c(OC)c1. RXN SMILES: [CH3:1][O:2][c:3]1[c:4](-[c:11]2[cH:12][cH:13][c:14]([O:17][CH2:18][c:19]3[cH:20][c:21]([C:25](=[O:26])[OH:27])[o:22][c:23]3[CH3:24])[cH:15][cH:16]2)[cH:5][cH:6][c:7]([O:9][CH3:10])[cH:8]1.[CH3:39][N:40]([CH3:41])[CH2:42][CH2:43][CH2:44][N:45]=[C:46]=[N:47][CH2:48][CH3:49].[CH3:50][N:51]([c:52]1[cH:53][cH:54][n:55][cH:56][cH:57]1)[CH3:58].[CH3:64][C:65]#[N:66].[ClH:38].[O:59]1[CH2:60][CH2:61][CH2:62][CH2:63]1.[c:28]1([S:34](=[O:35])(=[O:36])[NH2:37])[cH:29][cH:30][cH:31][cH:32][cH:33]1>>[CH3:1][O:2][c:3]1[c:4](-[c:11]2[cH:12][cH:13][c:14]([O:17][CH2:18][c:19]3[cH:20][c:21]([C:25](=[O:26])[NH:37][S:34]([c:28]4[cH:29][cH:30][cH:31][cH:32][cH:33]4)(=[O:35])=[O:36])[o:22][c:23]3[CH3:24])[cH:15][cH:16]2)[cH:5][cH:6][c:7]([O:9][CH3:10])[cH:8]1. Starting materials: [Cl-].C(#N)C[P+](C)(C)C ((cyanomethyl)trimethylphosphonium chloride), C[Si](C)(C)[N-][Si](C)(C)C.[K+] (potassium bis(trimethylsilyl)amide), C1(=CC=CC=C1)C(C)O (1-phenylethanol), FC1(CCN(CC1)C(=O)C=1NC2=CC=C(C=C2C1)C(=O)N1CCN(CC1)C(C)C)F ((4,4-Difluoro-piperidin-1-yl)-[5-(4-isopropyl-piperazine-1-carbonyl)-1H-indol-2-yl]-methanone). Run in C1(=CC=CC=C1)C (toluene). Yields the product FC1(CCN(CC1)C(=O)C=1N(C2=CC=C(C=C2C1)C(=O)N1CCN(CC1)C(C)C)C(C)C1=CC=CC=C1)F ((4,4-Difluoro-piperidin-1-yl)-[5-(4-isopropyl-piperazine-1-carbonyl)-1-(1-phenyl-ethyl)-1H-indol-2-yl]-methanone), compound. Isolated yield 37.0%. RXN SMILES: [Cl-].C(C[P+](C)(C)C)#N.C[Si]([N-][Si](C)(C)C)(C)C.[K+].[C:19]1([CH:25](O)[CH3:26])[CH:24]=[CH:23][CH:22]=[CH:21][CH:20]=1.[F:28][C:29]1([F:57])[CH2:34][CH2:33][N:32]([C:35]([C:37]2[NH:38][C:39]3[C:44]([CH:45]=2)=[CH:43][C:42]([C:46]([N:48]2[CH2:53][CH2:52][N:51]([CH:54]([CH3:56])[CH3:55])[CH2:50][CH2:49]2)=[O:47])=[CH:41][CH:40]=3)=[O:36])[CH2:31][CH2:30]1>C1(C)C=CC=CC=1>[F:57][C:29]1([F:28])[CH2:34][CH2:33][N:32]([C:35]([C:37]2[N:38]([CH:25]([C:19]3[CH:24]=[CH:23][CH:22]=[CH:21][CH:20]=3)[CH3:26])[C:39]3[C:44]([CH:45]=2)=[CH:43][C:42]([C:46]([N:48]2[CH2:49][CH2:50][N:51]([CH:54]([CH3:55])[CH3:56])[CH2:52][CH2:53]2)=[O:47])=[CH:41][CH:40]=3)=[O:36])[CH2:31][CH2:30]1 |f:0.1,2.3|. Reported procedure: The title compound was synthesized in analogy to example 74, from (cyanomethyl)trimethylphosphonium chloride (prepared according to Tetrahedron Lett. 1996, 37 (14), 2459-62), potassium bis(trimethylsilyl)amide, 1-phenylethanol and (4,4-difluoro-piperidin-1-yl)-[5-(4-isopropyl-piperazine-1-carbonyl)-1H-indol-2-yl]-methanone (example 32) in toluene to give the compound as a light brown foam (37%). The reactants are BrC1=CC(=CC(=C1)C(O[SiH2]C(C)(C)C)(C)C)C(O[SiH2]C(C)(C)C)(C)C (1-bromo-3,5-bis-(tert-butyl-dimethyl-silanyloxymethyl)-benzene), CN(C=O)C (dimethylformamide). Reagents/catalysts: C=1C=CC(=CC1)[P](C=2C=CC=CC2)(C=3C=CC=CC3)[Pd]([P](C=4C=CC=CC4)(C=5C=CC=CC5)C=6C=CC=CC6)([P](C=7C=CC=CC7)(C=8C=CC=CC8)C=9C=CC=CC9)[P](C=1C=CC=CC1)(C=1C=CC=CC1)C=1C=CC=CC1 (tetrakis(triphenylphosphine)palladium), [C-]#N.[Zn+2].[C-]#N (zinc cyanide). Solvent: C1(=CC=CC=C1)C (toluene). Run at temperature 80 celsius. Product: C(C)(C)(C)[SiH2]OC(C=1C=C(C#N)C=C(C1)C(O[SiH2]C(C)(C)C)(C)C)(C)C (3,5-bis-(tert-butyl-dimethyl-silanyloxymethyl)-benzonitrile). Yield: 82.0%. RXN SMILES: Br[C:2]1[CH:7]=[C:6]([C:8]([CH3:16])([CH3:15])[O:9][SiH2:10][C:11]([CH3:14])([CH3:13])[CH3:12])[CH:5]=[C:4]([C:17]([CH3:25])([CH3:24])[O:18][SiH2:19][C:20]([CH3:23])([CH3:22])[CH3:21])[CH:3]=1.[CH3:26][N:27](C)C=O>C1(C)C=CC=CC=1.[C-]#N.[Zn+2].[C-]#N.C1C=CC([P]([Pd]([P](C2C=CC=CC=2)(C2C=CC=CC=2)C2C=CC=CC=2)([P](C2C=CC=CC=2)(C2C=CC=CC=2)C2C=CC=CC=2)[P](C2C=CC=CC=2)(C2C=CC=CC=2)C2C=CC=CC=2)(C2C=CC=CC=2)C2C=CC=CC=2)=CC=1>[C:20]([SiH2:19][O:18][C:17]([CH3:25])([CH3:24])[C:4]1[CH:3]=[C:2]([CH:7]=[C:6]([C:8]([CH3:16])([CH3:15])[O:9][SiH2:10][C:11]([CH3:14])([CH3:13])[CH3:12])[CH:5]=1)[C:26]#[N:27])([CH3:23])([CH3:22])[CH3:21] |f:3.4.5,^1:46,48,67,86|. Reported procedure: To a solution of 1-bromo-3,5-bis-(tert-butyl-dimethyl-silanyloxymethyl)-benzene (2.05 g, 4.601 mmol, example 35) in dimethylformamide (8 mL) at room temperature was added zinc cyanide (324 mg, 2.761 mmol). The reaction mixture was degassed by passing argon through for 1 h before tetrakis(triphenylphosphine)palladium (319 mg, 0.276 mmol) was added. The reaction mixture was heated at 80° C. under argon for 12 h. The reaction mixture was taken up in toluene (40 mL) and washed with 2 N ammonium hydr... Starting materials: CCO, Cl, CCCCCC(O)C=CC1CC(OC2CCCCO2)C(O)C1CCCCCCC(=O)O. Yields the product CCCCCC(O)C=CC1CC(O)C(O)C1CCCCCCC(=O)O. RXN SMILES: [CH3:33][CH2:34][OH:35].[ClH:32].[OH:1][CH:2]1[CH:3]([CH2:23][CH2:24][CH2:25][CH2:26][CH2:27][CH2:28][C:29](=[O:30])[OH:31])[CH:4]([CH:14]=[CH:15][CH:16]([CH2:17][CH2:18][CH2:19][CH2:20][CH3:21])[OH:22])[CH2:5][CH:6]1[O:7][CH:8]1[CH2:9][CH2:10][CH2:11][CH2:12][O:13]1>>[OH:1][CH:2]1[CH:3]([CH2:23][CH2:24][CH2:25][CH2:26][CH2:27][CH2:28][C:29](=[O:30])[OH:31])[CH:4]([CH:14]=[CH:15][CH:16]([CH2:17][CH2:18][CH2:19][CH2:20][CH3:21])[OH:22])[CH2:5][CH:6]1[OH:7]. The reactants are FC1=CC=C(C(=O)O)C=C1 (4-fluoro-benzoic acid), Br.Br.Br.C(C)C=1C(=CC(=C(C1)O)F)C1=CC=C2C(=NNC2=C1)C1=NC2=C(CCNCC2)N1 (5-ethyl-2-fluoro-4-[3-(1,4,5,6,7,8-hexahydro-imidazo[4,5-d]azepin-2-yl)-1H-indazol-6-yl]-phenol trihydrobromide salt). Yields the product C(C)C1=C(C=C(C(=C1)O)F)C1=CC=C2C(=NNC2=C1)C1=NC2=C(CCN(CC2)C(=O)C2=CC=C(C=C2)F)N1 ({2-[6-(2-Ethyl-5-fluoro-4-hydroxy-phenyl)-1H-indazol-3-yl]-4,5,7,8-tetrahydro-1H-imidazo[4,5-d]azepin-6-yl}-(4-fluoro-phenyl)-methanone). Isolated yield 35.3%. Reaction SMILES: [F:1][C:2]1[CH:10]=[CH:9][C:5]([C:6]([OH:8])=O)=[CH:4][CH:3]=1.Br.Br.Br.[CH2:14]([C:16]1[C:17]([C:24]2[CH:32]=[C:31]3[C:27]([C:28]([C:33]4[NH:42][C:36]5[CH2:37][CH2:38][NH:39][CH2:40][CH2:41][C:35]=5[N:34]=4)=[N:29][NH:30]3)=[CH:26][CH:25]=2)=[CH:18][C:19]([F:23])=[C:20]([OH:22])[CH:21]=1)[CH3:15]>>[CH2:14]([C:16]1[CH:21]=[C:20]([OH:22])[C:19]([F:23])=[CH:18][C:17]=1[C:24]1[CH:32]=[C:31]2[C:27]([C:28]([C:33]3[NH:42][C:36]4[CH2:37][CH2:38][N:39]([C:6]([C:5]5[CH:4]=[CH:3][C:2]([F:1])=[CH:10][CH:9]=5)=[O:8])[CH2:40][CH2:41][C:35]=4[N:34]=3)=[N:29][NH:30]2)=[CH:26][CH:25]=1)[CH3:15] |f:1.2.3.4|. Procedure details: The title compound was prepared from 4-fluoro-benzoic acid (12.5 mg, 85 μmol) and 5-ethyl-2-fluoro-4-[3-(1,4,5,6,7,8-hexahydro-imidazo[4,5-d]azepin-2-yl)-1H-indazol-6-yl]-phenol trihydrobromide salt (Preparation 32, 50 mg, 80 μmol) using the method of Example 8. The crude material was purified by HPLC Method B to afford 14.5 mg of the title compound. Reactants: CC#N, NCCN, O=C(O)CCn1cnc2c(=O)[nH]cnc21. Yields the product NCCNC(=O)CCn1cnc2c(=O)[nH]cnc21. As a reaction SMILES: [CH3:20][C:21]#[N:22].[NH2:1][CH2:2][CH2:3][NH2:4].[O:5]=[c:6]1[c:7]2[n:8][cH:9][n:10]([CH2:15][CH2:16][C:17](=[O:18])[OH:19])[c:11]2[n:12][cH:13][nH:14]1>>[NH:1]([CH2:2][CH2:3][NH2:4])[C:17]([CH2:16][CH2:15][n:10]1[cH:9][n:8][c:7]2[c:6](=[O:5])[nH:14][cH:13][n:12][c:11]21)=[O:19]. Reactants: CC1=NN=C(O1)C(=O)NC(C)(C)C2=NC(=C(C(=O)N2C)O)C(=O)NCC=3C=CC(=CC3)F (Raltegravir), CO (methanol), [OH-].[Ba+2].[OH-] (barium hydroxide). Run in C(C)#N (acetonitrile). Reaction conditions: temperature 62.5 celsius, time 20 hour. The product is CC1=NN=C(O1)C(=O)NC(C)(C)C2=NC(=C(C(=O)N2C)O)C(=O)NCC=3C=CC(=CC3)F.[Ba] (raltegravir barium). Isolated yield 76.4%. RXN SMILES: [CH3:1][C:2]1[O:6][C:5]([C:7]([NH:9][C:10]([C:13]2[N:19]([CH3:20])[C:17](=[O:18])[C:16]([OH:21])=[C:15]([C:22]([NH:24][CH2:25][C:26]3[CH:27]=[CH:28][C:29]([F:32])=[CH:30][CH:31]=3)=[O:23])[N:14]=2)([CH3:12])[CH3:11])=[O:8])=[N:4][N:3]=1.CO.[OH-].[Ba+2:36].[OH-]>C(#N)C>[CH3:1][C:2]1[O:6][C:5]([C:7]([NH:9][C:10]([C:13]2[N:19]([CH3:20])[C:17](=[O:18])[C:16]([OH:21])=[C:15]([C:22]([NH:24][CH2:25][C:26]3[CH:27]=[CH:28][C:29]([F:32])=[CH:30][CH:31]=3)=[O:23])[N:14]=2)([CH3:12])[CH3:11])=[O:8])=[N:4][N:3]=1.[Ba:36] |f:2.3.4,6.7|. Procedure details: Raltegravir (10 gm), methanol (60 ml), acetonitrile (40 ml) and barium hydroxide (4.2 gm) were added at 25 to 30° C. The contents were heated to 60 to 65° C. to obtain a solution. The solution was cooled to 25 to 30° C. and stirred for 20 hours at 25 to 30° C. The solid obtained was collected by filtration and dried to obtain 10 gm of raltegravir barium. Starting materials: C(C)C(C=CCN)=CC (4-ethyl-2,4-hexadien-1-ylamine), C(#N)N=C(OC(C)C)C=1C=NC=CC1 (isopropyl N-cyano-3-pyridinecarboximidate), C[O-].[Na+] (sodium methoxide). Run in CO (methanol), CO (methanol), O (water). Run at time 10 minute. Yields the product C(#N)NC(=NCC=CC(=CC)CC)C=1C=NC=CC1 (N-cyano-N'-(4-ethyl-2,4-hexadien-1-yl)-3-pyridinecarboximidamide). Isolated yield 80.8%. RXN SMILES: [CH2:1]([C:3](=[CH:8][CH3:9])[CH:4]=[CH:5][CH2:6][NH2:7])[CH3:2].[C:10]([N:12]=[C:13]([C:18]1[CH:19]=[N:20][CH:21]=[CH:22][CH:23]=1)OC(C)C)#[N:11].C[O-].[Na+]>CO.O>[C:10]([NH:12][C:13]([C:18]1[CH:19]=[N:20][CH:21]=[CH:22][CH:23]=1)=[N:7][CH2:6][CH:5]=[CH:4][C:3]([CH2:1][CH3:2])=[CH:8][CH3:9])#[N:11] |f:2.3|. Reported procedure: To a solution of crude 4-ethyl-2,4-hexadien-1-ylamine (1.38 g) and isopropyl N-cyano-3-pyridinecarboximidate (1.74 g) in methanol (35 ml) at room temperature was added 28% sodium methoxide in methanol (2.13 g). After 10 minutes, the mixture was diluted with water and extracted three times with dichloromethane. The organic layer was washed with brine, dried over anhydrous sodium sulfate, and evaporated in vacuo. The residue was chromatographed on silica gel (5% methanol in dichloromethane) to giv...